The task is: describe an organic reaction: reactants, conditions, products, and yield. This data is from the Open Reaction Database (ORD), a public repository of structured organic reaction records. Starting materials: hydrochloride salt, CC1=CC=C(C=C1)S(=O)(=O)OCC1OC2=C(C1)C=C(C=C2F)C2=C(C=CC=C2)Cl ((±)-[7-fluoro-5-(2-chlorophenyl)-2,3-dihydro-1-benzofuran-2-yl]methyl 4-methylbenzenesulfonate), CN (methylamine). Product: FC1=CC(=CC=2CC(OC21)CNC)C2=C(C=CC=C2)Cl ((±)-{[7-fluoro-5-(2-chlorophenyl)-2,3-dihydro-1-benzofuran-2-yl]methyl}methylamine). As a reaction SMILES: CC1C=CC(S(O[CH2:12][CH:13]2[CH2:17][C:16]3[CH:18]=[C:19]([C:23]4[CH:28]=[CH:27][CH:26]=[CH:25][C:24]=4[Cl:29])[CH:20]=[C:21]([F:22])[C:15]=3[O:14]2)(=O)=O)=CC=1.[CH3:30][NH2:31]>>[F:22][C:21]1[C:15]2[O:14][CH:13]([CH2:12][NH:31][CH3:30])[CH2:17][C:16]=2[CH:18]=[C:19]([C:23]2[CH:28]=[CH:27][CH:26]=[CH:25][C:24]=2[Cl:29])[CH:20]=1. Procedure: The title compound was prepared (0.068 g, 47%) following the general procedure of Example 390 as a white solid, hydrochloride salt from (±)-[7-fluoro-5-(2-chlorophenyl)-2,3-dihydro-1-benzofuran-2-yl]methyl 4-methylbenzenesulfonate (0.199 g, 0.46 mmol) and methylamine (0.28 g, 9.2 mmol). mp 217-222° C. (dec). The reactants are ClC=1C=C(C=CC1)C=C(C(=O)OCC)C(CCl)=O (ethyl 2-(m-chlorophenylmethylen)-4-chloro-3-oxobutanoate), C(C)OC(\C=C(\C)/N)=O (ethyl-3-aminocrotonate). Run in CCO (EtOH). The product is NC(C)=C(C(C(C(CCl)=O)C(=O)OCC)C1=CC(=CC=C1)Cl)C(=O)OCC (2-amino-7-chloro-3,5-dicarboethoxy-6-oxo-4-(m-chlorophenyl)-2-heptene). Isolated yield 57.9%. RXN SMILES: [Cl:1][C:2]1[CH:3]=[C:4]([CH:8]=[C:9]([C:15](=[O:18])[CH2:16][Cl:17])[C:10]([O:12][CH2:13][CH3:14])=[O:11])[CH:5]=[CH:6][CH:7]=1.[CH2:19]([O:21][C:22](=[O:27])/[CH:23]=[C:24](\[NH2:26])/[CH3:25])[CH3:20]>CCO>[NH2:26][C:24](=[C:23]([C:22]([O:21][CH2:19][CH3:20])=[O:27])[CH:8]([C:4]1[CH:5]=[CH:6][CH:7]=[C:2]([Cl:1])[CH:3]=1)[CH:9]([C:10]([O:12][CH2:13][CH3:14])=[O:11])[C:15](=[O:18])[CH2:16][Cl:17])[CH3:25]. Reported procedure: A solution of ethyl 2-(m-chlorophenylmethylen)-4-chloro-3-oxobutanoate (5 g) and ethyl-3-aminocrotonate (2.3 g) in EtOH (50 ml) is stirred at room temperature for four hours, then it is evaporated at reduced pressure, the residue dissolved in Et2O (70 ml) washed with water (3×20 ml), dried on Na2SO4 and purified by column-chromatography on silica gel (120 g; eluent hexane/AcOEt 60/40) to give 4.2 g of 2-amino-7-chloro-3,5-dicarboethoxy-6-oxo-4-(m-chlorophenyl)-2-heptene as an oil. Reactants: CCS(=O)(=O)Cl, ClCCl, CCN(C(C)C)C(C)C, Cc1nc(N2CC3CC2CN3)n2nc(-c3ccccc3Cl)c(-c3ccc(Cl)cc3)c2n1, Cl. Yields the product CCS(=O)(=O)N1CC2CC1CN2c1nc(C)nc2c(-c3ccc(Cl)cc3)c(-c3ccccc3Cl)nn12. Reaction SMILES: [CH2:42]([CH3:43])[S:44](=[O:45])(=[O:46])[Cl:47].[CH2:48]([Cl:49])[Cl:50].[CH:33]([N:34]([CH:35]([CH3:36])[CH3:37])[CH2:38][CH3:39])([CH3:40])[CH3:41].[Cl:1][c:2]1[c:3](-[c:8]2[n:9][n:10]3[c:11]([n:12][c:13]([CH3:23])[n:14][c:15]3[N:16]3[CH:17]4[CH2:18][NH:19][CH:20]([CH2:21]3)[CH2:22]4)[c:24]2-[c:25]2[cH:26][cH:27][c:28]([Cl:31])[cH:29][cH:30]2)[cH:4][cH:5][cH:6][cH:7]1.[ClH:32]>>[Cl:1][c:2]1[c:3](-[c:8]2[n:9][n:10]3[c:11]([n:12][c:13]([CH3:23])[n:14][c:15]3[N:16]3[CH:17]4[CH2:18][N:19]([S:44]([CH2:42][CH3:43])(=[O:45])=[O:46])[CH:20]([CH2:21]3)[CH2:22]4)[c:24]2-[c:25]2[cH:26][cH:27][c:28]([Cl:31])[cH:29][cH:30]2)[cH:4][cH:5][cH:6][cH:7]1.